This data is from the Open Reaction Database (ORD), a public repository of structured organic reaction records. The task is: describe an organic reaction: reactants, conditions, products, and yield The reactants are C(C1=CC=CC=C1)O (Benzyl alcohol), ClC1=NC(=CC(=N1)OC)OC (2-chloro-4,6-dimethoxypyrimidine), [H-].[Na+] (Sodium hydride). The solvent is CN(C=O)C (dimethylformamide), CCCCCC (hexane). Product: COC1=NC(=NC(=C1)OC)OCC1=CC=CC=C1 (4,6-dimethoxy-2-(phenylmethoxy)pyrimidine). As a reaction SMILES: [CH2:1]([OH:8])[C:2]1[CH:7]=[CH:6][CH:5]=[CH:4][CH:3]=1.Cl[C:10]1[N:15]=[C:14]([O:16][CH3:17])[CH:13]=[C:12]([O:18][CH3:19])[N:11]=1.[H-].[Na+]>CN(C)C=O.CCCCCC>[CH3:19][O:18][C:12]1[CH:13]=[C:14]([O:16][CH3:17])[N:15]=[C:10]([O:8][CH2:1][C:2]2[CH:7]=[CH:6][CH:5]=[CH:4][CH:3]=2)[N:11]=1 |f:2.3|. Reported procedure: Benzyl alcohol (Compound II-64) (0.434 g, 4.0 mmol) and 2-chloro-4,6-dimethoxypyrimidine were dissolved in dimethylformamide (10 ml) and cooled with ice. Sodium hydride (168 mg, 4.0×1.05 mmol) which had been washed with hexane (1 ml×2) was added thereto. After allowed to react for 2 hours, the reaction solution was poured onto ice and extracted with toluene. The organic phase was concentrated and thereafter purified on silica gel column chromatography (Wakogel C300, 100 ml, ethyl acetate/hexane=... Reactants: C1CCC(CC1)N=C=NC2CCCCC2 (DCC), C(=O)=O (dry ice), FC1=C(C=CC=C1F)C1=CC=C(C=C1)OCCCCCCC (2,3-difluoro-4'-heptyloxybiphenyl), CN(C)CCN(C)C (TMEDA), solution, [Li]CCCC (BuLi), C(CCCCCC)OC1=CC=C(C=C1)C=1C(C(C=CC1)F)(C(=O)O)F (4'-heptyloxy-2,3-difluorobiphenylcarboxylic acid). The solvent is C(Cl)Cl (methylene chloride), C1CCOC1 (THF), CCCCCC (hexane). Reaction conditions: temperature -78 celsius, time 3 hour. Product: C(CCCCCC)OC1=CC=C(C=C1)C1=C(C(=C(C=C1)C(=O)O)F)F (4'-heptyloxy-2,3-difluorobiphenyl-4-carboxylic acid), C(#N)C(CO)(CCCC)C (2-cyano-2-methylhexan-1-ol). Reaction SMILES: C1CC[CH:4]([N:7]=C=NC2CCCCC2)CC1.[CH2:16]([O:23][C:24]1[CH:29]=[CH:28][C:27]([C:30]2[C:31]([F:40])([C:37]([OH:39])=O)[CH:32]([F:36])[CH:33]=[CH:34][CH:35]=2)=[CH:26][CH:25]=1)[CH2:17][CH2:18][CH2:19][CH2:20][CH2:21][CH3:22].FC1C(F)=CC=CC=1C1C=CC(OCCCCCCC)=CC=1.CN(CCN(C)C)C.[Li]CCCC.[C:76](=[O:78])=[O:77]>C(Cl)Cl.C1COCC1.CCCCCC>[CH2:16]([O:23][C:24]1[CH:25]=[CH:26][C:27]([C:30]2[CH:35]=[CH:34][C:33]([C:76]([OH:78])=[O:77])=[C:32]([F:36])[C:31]=2[F:40])=[CH:28][CH:29]=1)[CH2:17][CH2:18][CH2:19][CH2:20][CH2:21][CH3:22].[C:4]([C:31]([CH3:30])([CH2:32][CH2:33][CH2:34][CH3:35])[CH2:37][OH:39])#[N:7]. Procedure: At 0° C., 0.1 mol of DCC, dissolved in methylene chloride, is added to a mixture of 0.1 mol of 4'-heptyloxy-2,3-difluorobiphenylcarboxylic acid (preparation: 0.1 mol of 2,3-difluoro-4'-heptyloxybiphenyl and 0.1 mol of TMEDA are dissolved in 200 ml of THF, and the solution is cooled to -78° C. and reacted at this temperature with 0.105 mol of a 1.6N solution of BuLi in hexane. The reaction mixture is stirred at -78° C. for 3 hours and then tipped in one portion onto 200 g of powdered dry ice. Aft... Starting materials: Cl (hydrochloric acid), O.[OH-].[Li+] (lithium hydroxide monohydrate), CS(=O)(=O)C1=C(C=CC=C1)S(=O)(=O)NC=1C=C2C(=NNC2=CC1)/C=C/C(=O)OC (methyl (E)-3-[5(2-methylsulfonylbenzenesulfonylamino)-1H-indazol-3-yl]acrylate), O1CCCC1 (tetrahydrofuran). Run in O (water), O (water), CO (methanol). Conditions: temperature 20 celsius, time 72 hour. Product: Cl.CS(=O)(=O)C1=C(C=CC=C1)S(=O)(=O)NC=1C=C2C(=NNC2=CC1)/C=C/C(=O)O.Cl.Cl.CS(=O)(=O)C1=C(C=CC=C1)S(=O)(=O)NC=1C=C2C(=NNC2=CC1)/C=C/C(=O)O ((E)-3-[5(2-methylsulfonylbenzenesulfonylamino)-1H-indazol-3-yl]acrylic acid sesquihydrochloride). Reaction SMILES: O.[OH-].[Li+].[CH3:4][S:5]([C:8]1[CH:13]=[CH:12][CH:11]=[CH:10][C:9]=1[S:14]([NH:17][C:18]1[CH:19]=[C:20]2[C:24](=[CH:25][CH:26]=1)[NH:23][N:22]=[C:21]2/[CH:27]=[CH:28]/[C:29]([O:31]C)=[O:30])(=[O:16])=[O:15])(=[O:7])=[O:6].O1CCCC1.[ClH:38]>O.CO>[ClH:38].[CH3:4][S:5]([C:8]1[CH:13]=[CH:12][CH:11]=[CH:10][C:9]=1[S:14]([NH:17][C:18]1[CH:19]=[C:20]2[C:24](=[CH:25][CH:26]=1)[NH:23][N:22]=[C:21]2/[CH:27]=[CH:28]/[C:29]([OH:31])=[O:30])(=[O:15])=[O:16])(=[O:6])=[O:7].[ClH:38].[ClH:38].[CH3:4][S:5]([C:8]1[CH:13]=[CH:12][CH:11]=[CH:10][C:9]=1[S:14]([NH:17][C:18]1[CH:19]=[C:20]2[C:24](=[CH:25][CH:26]=1)[NH:23][N:22]=[C:21]2/[CH:27]=[CH:28]/[C:29]([OH:31])=[O:30])(=[O:15])=[O:16])(=[O:6])=[O:7] |f:0.1.2,8.9.10.11.12|. Procedure: (E)-3-[5(2-Methylsulfonylbenzenesulfonylamino)-1H-indazol-3-yl]acrylic acid can be obtained in the following way: 36 mg of lithium hydroxide monohydrate and 0.5 ml of distilled water are added successively to a suspension of 72 mg of methyl (E)-3-[5(2-methylsulfonylbenzenesulfonylamino)-1H-indazol-3-yl]acrylate, of 0.5 ml of tetrahydrofuran and of 0.5 ml of methanol, and the reaction mixture is stirred for 72 hours at a temperature in the region of 20° C. The medium is then diluted with 5 ml of ... Starting materials: CCCCCCC (heptane), NC(CO)(C)C (2-Amino-2-methyl-1-propanol), COC(C1=CC=C(C(=O)[O-])C=C1)=O (mono-methylterephtalate), C(=O)(N1C=NC=C1)N1C=NC=C1 (1,1′-carbonyldiimidazole). Run in CCOC(=O)C (EtOAc), ClCCl (dichloromethane), ClCCl (dichloromethane). Reaction conditions: time 18 hour. The product is OCC(C)(C)NC(=O)C1=CC=C(C(=O)OC)C=C1 (methyl 4-[(2-hydroxy-1,1-dimethylethyl)carbamoyl]benzoate). Isolated yield 19.9%. RXN SMILES: [CH3:1][O:2][C:3](=[O:13])[C:4]1[CH:12]=[CH:11][C:7]([C:8]([O-:10])=O)=[CH:6][CH:5]=1.C(N1C=CN=C1)(N1C=CN=C1)=O.[NH2:26][C:27]([CH3:31])([CH3:30])[CH2:28][OH:29].CCCCCCC>ClCCl.CCOC(C)=O>[OH:29][CH2:28][C:27]([NH:26][C:8]([C:7]1[CH:6]=[CH:5][C:4]([C:3]([O:2][CH3:1])=[O:13])=[CH:12][CH:11]=1)=[O:10])([CH3:31])[CH3:30]. Procedure: To a suspension of mono-methylterephtalate (360 mg, 2.0 mmol) in dichloromethane (10 mL) under N2 was added 1,1′-carbonyldiimidazole (422 mg, 2.6 mmol) in one portion. The mixture was stirred at RT for 18 h. 2-Amino-2-methyl-1-propanol (232 mg, 2.6 mmol) was added as a solution in dichloromethane (1 mL) and stirring was continued for another 3 h. The reaction was quenched by pouring onto saturated aqueous NaHCO3 (50 mL). After extraction with dichloromethane (3×50 mL), the combined organic extra...